Dataset: the Open Reaction Database (ORD), a public repository of structured organic reaction records. Task: describe an organic reaction: reactants, conditions, products, and yield The reactants are O=C([O-])[O-], CCOC(=O)CN(Cc1ccc(OC)cc1OC)Cc1nc(Br)sc1C(=O)OCC, COc1ccccc1B(O)O, [Cs+], [Cs+], C1COCCO1, c1ccc(P(c2ccccc2)(c2ccccc2)[Pd](P(c2ccccc2)(c2ccccc2)c2ccccc2)(P(c2ccccc2)(c2ccccc2)c2ccccc2)P(c2ccccc2)(c2ccccc2)c2ccccc2)cc1. Yields the product CCOC(=O)CN(Cc1ccc(OC)cc1OC)Cc1nc(-c2ccccc2OC)sc1C(=O)OCC. As a reaction SMILES: [C:42](=[O:43])([O-:44])[O-:45].[CH2:1]([CH3:2])[O:3][C:4](=[O:5])[c:6]1[c:7]([CH2:12][N:13]([CH2:14][C:15](=[O:16])[O:17][CH2:18][CH3:19])[CH2:20][c:21]2[c:22]([O:29][CH3:30])[cH:23][c:24]([O:27][CH3:28])[cH:25][cH:26]2)[n:8][c:9]([Br:11])[s:10]1.[CH3:31][O:32][c:33]1[c:34]([B:39]([OH:40])[OH:41])[cH:35][cH:36][cH:37][cH:38]1.[Cs+:46].[Cs+:47].[O:48]1[CH2:49][CH2:50][O:51][CH2:52][CH2:53]1.[cH:54]1[cH:55][cH:56][c:57]([P:58]([Pd:59]([P:60]([c:61]2[cH:62][cH:63][cH:64][cH:65][cH:66]2)([c:67]2[cH:68][cH:69][cH:70][cH:71][cH:72]2)[c:73]2[cH:74][cH:75][cH:76][cH:77][cH:78]2)([P:79]([c:80]2[cH:81][cH:82][cH:83][cH:84][cH:85]2)([c:86]2[cH:87][cH:88][cH:89][cH:90][cH:91]2)[c:92]2[cH:93][cH:94][cH:95][cH:96][cH:97]2)[P:98]([c:99]2[cH:100][cH:101][cH:102][cH:103][cH:104]2)([c:105]2[cH:106][cH:107][cH:108][cH:109][cH:110]2)[c:111]2[cH:112][cH:113][cH:114][cH:115][cH:116]2)([c:117]2[cH:118][cH:119][cH:120][cH:121][cH:122]2)[c:123]2[cH:124][cH:125][cH:126][cH:127][cH:128]2)[cH:129][cH:130]1>>[CH2:1]([CH3:2])[O:3][C:4](=[O:5])[c:6]1[c:7]([CH2:12][N:13]([CH2:14][C:15](=[O:16])[O:17][CH2:18][CH3:19])[CH2:20][c:21]2[c:22]([O:29][CH3:30])[cH:23][c:24]([O:27][CH3:28])[cH:25][cH:26]2)[n:8][c:9](-[c:34]2[c:33]([O:32][CH3:31])[cH:38][cH:37][cH:36][cH:35]2)[s:10]1. The reactants are C[Si](C)(C)C#CCC1(COS(C)(=O)=O)CC1, [I-], [Na+]. Yields the product C[Si](C)(C)C#CCC1(CI)CC1. Reaction SMILES: [CH3:1][Si:2]([C:3]#[C:4][CH2:5][C:6]1([CH2:9][O:10][S:11]([CH3:12])(=[O:13])=[O:14])[CH2:7][CH2:8]1)([CH3:15])[CH3:16].[I-:17].[Na+:18]>>[CH3:1][Si:2]([C:3]#[C:4][CH2:5][C:6]1([CH2:9][I:17])[CH2:7][CH2:8]1)([CH3:15])[CH3:16]. Starting materials: Cc1cccc(C)c1COc1cccc(CBr)c1C, [C-]#N, CCOC(C)=O, [Na+], CN(C)C=O. Product: Cc1cccc(C)c1COc1cccc(CC#N)c1C. Reaction SMILES: [Br:1][CH2:2][c:3]1[c:4]([CH3:19])[c:5]([O:9][CH2:10][c:11]2[c:12]([CH3:18])[cH:13][cH:14][cH:15][c:16]2[CH3:17])[cH:6][cH:7][cH:8]1.[C-:20]#[N:21].[CH3:28][CH2:29][O:30][C:31]([CH3:32])=[O:33].[Na+:22].[O:23]=[CH:24][N:25]([CH3:26])[CH3:27]>>[CH2:2]([c:3]1[c:4]([CH3:19])[c:5]([O:9][CH2:10][c:11]2[c:12]([CH3:18])[cH:13][cH:14][cH:15][c:16]2[CH3:17])[cH:6][cH:7][cH:8]1)[C:20]#[N:21]. Starting materials: C1(=CC=CC=C1)CSC1=NC=CC=C1C=O (2-[(Phenylmethyl)thio]pyridine-3-carboxaldehyde), NC1=C(C=CC=C1)C(CS(=O)C)=O (1-(2-aminophenyl)-2-(methylsulfinyl)ethanone), N1CCCCC1 (piperidine). Run in C1(=CC=CC=C1)C (toluene). Run at time 3.5 hour. Yields the product C1(=CC=CC=C1)CSC1=NC=CC=C1C=1NC2=CC=CC=C2C(C1)=O (2-[2-[(phenylmethyl)thio]-3-pyridinyl]-4 (1H)-quinolinone). Yield: 26.3%. Reaction SMILES: [C:1]1([CH2:7][S:8][C:9]2[C:14]([CH:15]=O)=[CH:13][CH:12]=[CH:11][N:10]=2)[CH:6]=[CH:5][CH:4]=[CH:3][CH:2]=1.[NH2:17][C:18]1[CH:23]=[CH:22][CH:21]=[CH:20][C:19]=1[C:24](=[O:29])[CH2:25]S(C)=O.N1CCCCC1>C1(C)C=CC=CC=1>[C:1]1([CH2:7][S:8][C:9]2[C:14]([C:15]3[NH:17][C:18]4[C:19]([C:24](=[O:29])[CH:25]=3)=[CH:20][CH:21]=[CH:22][CH:23]=4)=[CH:13][CH:12]=[CH:11][N:10]=2)[CH:2]=[CH:3][CH:4]=[CH:5][CH:6]=1. Reported procedure: 2-[(Phenylmethyl)thio]pyridine-3-carboxaldehyde (6.01 g, 26.2 mmole, 1 equiv.), 1-(2-aminophenyl)-2-(methylsulfinyl)ethanone (5.17 g, 26.2 mmole, 1 equiv.), and piperidine (1.3 ml, 13.1 mmole, 0.5 equiv.) were combined in toluene (240 ml), and the mixture was heated to reflux under a Dean-Stark trap. After 3.5 hr, the reaction was concentrated to one half volume and cooled in the refrigerator overnight. Filtration of the mixture gave 2-[2-[(phenylmethyl)thio]-3-pyridinyl]-4 (1H)-quinolinone (2.3... The reactants are O1C(=CC=C1)C1=C2N=CN=C2N=C(N1)N (6-(2-furyl)-1H-purine-2-amine), C(=O)([O-])[O-].[K+].[K+] (K2CO3), C(C=C)(=O)OC (methyl acrylate). The solvent is CCOC(=O)C (EtOAc), CN(C)C=O (DMF). Reaction conditions: time 40 hour. Product: NC1=NC(=C2N=CN(C2=N1)CCC(=O)OC)C=1OC=CC1 (Methyl 3-(2-amino-6-(2-furyl)-9H-purine-9-yl)propionate). Yield: 11.4%. RXN SMILES: [O:1]1[CH:5]=[CH:4][CH:3]=[C:2]1[C:6]1[NH:14][C:13]([NH2:15])=[N:12][C:11]2[C:7]=1[N:8]=[CH:9][N:10]=2.C([O-])([O-])=O.[K+].[K+].[C:22]([O:26][CH3:27])(=[O:25])[CH:23]=[CH2:24]>CN(C=O)C.CCOC(C)=O>[NH2:15][C:13]1[N:12]=[C:11]2[C:7]([N:8]=[CH:9][N:10]2[CH2:24][CH2:23][C:22]([O:26][CH3:27])=[O:25])=[C:6]([C:2]2[O:1][CH:5]=[CH:4][CH:3]=2)[N:14]=1 |f:1.2.3|. Reported procedure: A solution of 6-(2-furyl)-1H-purine-2-amine (0.70 g, 3.48 mmol) and K2CO3 (0.48 g, 3.48 mmol) in DMF (20 mL) was treated with methyl acrylate (3.3 g, 38.3 mmol), stirred for 40 h, diluted with EtOAc, filtered to remove polymeric acrylate, washed with water, dried (MgSO4), concentrated in vacuo and purified by chromatography [SiO2: EtOAc-heptane, (4:1)] to give the title compound (114 mg, 11%) as a white solid. Starting materials: [OH-].[Li+] (lithium hydroxide), BrC1CCCC1 (bromocyclopentane), [H-].[Na+] (sodium hydride), Cl (Hydrochloric acid), [H-].[Na+] (sodium hydride), BrC1CCCC1 (bromocyclopentane), CN1C(NCC1C(=O)OC)=O (methyl 3-methyl-2-oxo-4-imidazolidinecarboxylate). Solvent: O (water), CN(C=O)C (N,N-dimethylformamide). Reaction conditions: time 3 hour. The product is C1(CCCC1)N1C(N(C(C1)C(=O)O)C)=O (1-cyclopentyl-3-methyl-2-oxo-4-imidazolidinecarboxylic acid). The yield is 9.2%. Reaction SMILES: [CH3:1][N:2]1[CH:6]([C:7]([O:9]C)=[O:8])[CH2:5][NH:4][C:3]1=[O:11].[H-].[Na+].Br[CH:15]1[CH2:19][CH2:18][CH2:17][CH2:16]1.[OH-].[Li+].Cl>CN(C)C=O.O>[CH:15]1([N:4]2[CH2:5][CH:6]([C:7]([OH:9])=[O:8])[N:2]([CH3:1])[C:3]2=[O:11])[CH2:19][CH2:18][CH2:17][CH2:16]1 |f:1.2,4.5|. Reported procedure: A stirred solution of methyl 3-methyl-2-oxo-4-imidazolidinecarboxylate (316 mg, 2.0 mmol) (prepared as described in step (ii) of Example 8) in N,N-dimethylformamide (5 ml) was cooled to 0° C. under argon and treated with sodium hydride (60% dispersion in oil) (80 mg, 2.0 mmol). After 10 minutes bromocyclopentane (298 mg, 2.0 mmol) was added and the reaction mixture was stirred at room temperature for 3 hours and then at 60° C. for 18 hours. After cooling to room temperature additional sodium hyd... Reported procedure: To 2,6-difluoroaniline (8 g, 62 mmol) in dimethylformamide (100 mL) was added a 2 M solution in tetrahydrofuran of ethyl amine (93 mL, 186 mmol) and the reaction stirred at room temperature overnight. The reaction was partitioned between 1 N hydrochloric acid and ethyl acetate and dried over sodium sulfate. The product was purified by silica gel using the ISCO (0-100% ethyl acetate/hexane) to give an equal mixture of ethyl-(3-fluoro-2-nitro-phenyl)-amine and N,N′-Diethyl-2-nitro-benzene-1,3-diam... Reaction SMILES: [CH2:1]([NH:3][C:4]1[C:5]([NH2:11])=[C:6]([F:10])[CH:7]=[CH:8][CH:9]=1)[CH3:2].[C:12](C1NC=CN=1)(C1NC=CN=1)=[O:13]>O1CCCC1>[CH2:1]([N:3]1[C:4]2[CH:9]=[CH:8][CH:7]=[C:6]([F:10])[C:5]=2[NH:11][C:12]1=[O:13])[CH3:2]. The product is C(C)N1C(NC2=C1C=CC=C2F)=O (1-ethyl-4-fluoro-1,3-dihydro-2H-benzimidazol-2-one). Solvent: O1CCCC1 (tetrahydrofuran). Reactants: C(C)NC=1C(=C(C=CC1)F)N (N1-Ethyl-3-fluoro-benzene-1,2-diamine), C(=O)(C=1NC=CN1)C=1NC=CN1 (carbonyl diimidazole). The solvent is O (water). The product is CC1=C(N=C(O1)C1=CC=CC=C1)COC1=CC=C(C=C1)SC=1SC(=C(N1)C1=CC=CC=C1)CCC(=O)OC (methyl 3-[2-[4-(5-methyl-2-phenyl-4-oxazolylmethoxy)phenylthio]-4-phenyl-5-thiazolyl]propionate). Run at temperature 50 celsius, time 2 hour. Yield: 78.2%. Starting materials: OC1=CC=C(C=C1)SC=1SC(=C(N1)C1=CC=CC=C1)CCC(=O)OC (methyl 3-[2-(4-hydroxyphenylthio)-4-phenyl-5-thiazolyl]propionate), ClCC=1N=C(OC1C)C1=CC=CC=C1 (4-chloromethyl-5-methyl-2-phenyloxazole), C([O-])([O-])=O.[K+].[K+] (potassium carbonate), CN(C=O)C (N,N-dimethylformamide). Reaction SMILES: [OH:1][C:2]1[CH:7]=[CH:6][C:5]([S:8][C:9]2[S:10][C:11]([CH2:20][CH2:21][C:22]([O:24][CH3:25])=[O:23])=[C:12]([C:14]3[CH:19]=[CH:18][CH:17]=[CH:16][CH:15]=3)[N:13]=2)=[CH:4][CH:3]=1.Cl[CH2:27][C:28]1[N:29]=[C:30]([C:34]2[CH:39]=[CH:38][CH:37]=[CH:36][CH:35]=2)[O:31][C:32]=1[CH3:33].C(=O)([O-])[O-].[K+].[K+].CN(C)C=O>O>[CH3:33][C:32]1[O:31][C:30]([C:34]2[CH:35]=[CH:36][CH:37]=[CH:38][CH:39]=2)=[N:29][C:28]=1[CH2:27][O:1][C:2]1[CH:7]=[CH:6][C:5]([S:8][C:9]2[S:10][C:11]([CH2:20][CH2:21][C:22]([O:24][CH3:25])=[O:23])=[C:12]([C:14]3[CH:19]=[CH:18][CH:17]=[CH:16][CH:15]=3)[N:13]=2)=[CH:4][CH:3]=1 |f:2.3.4|. Reported procedure: A mixture of methyl 3-[2-(4-hydroxyphenylthio)-4-phenyl-5-thiazolyl]propionate (350 mg), 4-chloromethyl-5-methyl-2-phenyloxazole (196 mg), potassium carbonate (260 mg) and N,N-dimethylformamide (4 ml) was stirred at 50° C. for 2 hrs. The reaction mixture was poured into water and the mixture was extracted with ethyl acetate. The ethyl acetate layer was washed with saturated brine, dried (MgSO4) and concentrated. The residue was subjected to silica gel column chromatography, and methyl 3-[2-[4-(5...